This data is from the Open Reaction Database (ORD), a public repository of structured organic reaction records. The task is: describe an organic reaction: reactants, conditions, products, and yield The reactants are CC(=O)Oc1ccc(NC(=O)OC(C)(C)C)cc1C(=O)O, ClCCl, O=C(O)C(F)(F)F. Yields the product CC(=O)Oc1ccc(N)cc1C(=O)O. As a reaction SMILES: [C:1]([CH3:2])(=[O:3])[O:4][c:5]1[c:6]([C:7](=[O:8])[OH:9])[cH:10][c:11]([NH:14][C:15]([O:16][C:17]([CH3:18])([CH3:19])[CH3:20])=[O:21])[cH:12][cH:13]1.[Cl:29][CH2:30][Cl:31].[F:22][C:23]([F:24])([F:25])[C:26]([OH:27])=[O:28]>>[C:1]([CH3:2])(=[O:3])[O:4][c:5]1[c:6]([C:7](=[O:8])[OH:9])[cH:10][c:11]([NH2:14])[cH:12][cH:13]1. Starting materials: C(C)(C)(C)OC(N(C(C)C)CC1=CC(=CC=C1)C1=NC(=NC=C1)Cl)=O ([3-(2-Chloro-pyrimidin-4-yl)-benzyl]-isopropyl-carbamic acid tert-butyl ester), Br.NCC1=CC(=C(C=C1)O)Cl (4-Aminomethyl-2-chloro-phenol hydrobromide salt), 383, C(C)(C)(C)OC(N(C(C)C)CC1=CC(=CC=C1)C1=NC(=NC=C1)Cl)=O ([3-(2-Chloro-pyrimidin-4-yl)-benzyl]-isopropyl-carbamic acid tert-butyl ester), Br.NCC1=CC(=C(C=C1)O)Cl (4-Aminomethyl-2-chloro-phenol hydrobromide salt). Yields the product ClC1=C(C=CC(=C1)CNC1=NC=CC(=N1)C1=CC(=CC=C1)CNC(C)C)O (2-Chloro-4-({4-[3-(isopropylamino-methyl)-phenyl]-pyrimidin-2-ylamino}-methyl)-phenol). Reaction SMILES: C(OC(=O)[N:7]([CH2:11][C:12]1[CH:17]=[CH:16][CH:15]=[C:14]([C:18]2[CH:23]=[CH:22][N:21]=[C:20](Cl)[N:19]=2)[CH:13]=1)[CH:8]([CH3:10])[CH3:9])(C)(C)C.Br.[NH2:27][CH2:28][C:29]1[CH:34]=[CH:33][C:32]([OH:35])=[C:31]([Cl:36])[CH:30]=1>>[Cl:36][C:31]1[CH:30]=[C:29]([CH2:28][NH:27][C:20]2[N:19]=[C:18]([C:14]3[CH:15]=[CH:16][CH:17]=[C:12]([CH2:11][NH:7][CH:8]([CH3:9])[CH3:10])[CH:13]=3)[CH:23]=[CH:22][N:21]=2)[CH:34]=[CH:33][C:32]=1[OH:35] |f:1.2|. Procedure details: [3-(2-Chloro-pyrimidin-4-yl)-benzyl]-isopropyl-carbamic acid tert-butyl ester (intermediate 70) was coupled with 4-Aminomethyl-2-chloro-phenol hydrobromide salt (Intermediate 121) following procedure F then deprotected by procedure G. LC-MS showed the product had the expected M+H+ of 383. 1H NMR (Varian 300 MHz, CD3OD, shifts relative to the solvent peak at 3.31 ppm) δ 8.5 (s, 1H) 8.4 (d, 1H) 8.3 (d, 1H) 7.8 (d, 1H) 7.7 (m, 1H) 7.6 (d, 1H) 7.4 (s, 1H) 7.2 (d, 1H) 6.9 (d, 1H) 4.3 (s, 1H) 3.6 (m, ...